This data is from the Open Reaction Database (ORD), a public repository of structured organic reaction records. The task is: describe an organic reaction: reactants, conditions, products, and yield The reactants are CC1(NC(CCC1)(C)C)C (2,2,6,6-tetramethylpiperidine), CC(CC(C)=O)=O (2,4-pentanedione). Solvent: C(C)N(CC)CC (triethylamine). Product: C1(=CC=CC=C1)C=CC(CC(C)=O)=O (6-phenyl-5-hexene-2,4-dione). As a reaction SMILES: C[C:2]1([CH3:10])[CH2:7][CH2:6][CH2:5][C:4]([CH3:9])(C)N1.[CH3:11][C:12](=[O:17])[CH2:13][C:14](=[O:16])[CH3:15]>C(N(CC)CC)C>[C:4]1([CH:9]=[CH:11][C:12](=[O:17])[CH2:13][C:14](=[O:16])[CH3:15])[CH:5]=[CH:6][CH:7]=[CH:2][CH:10]=1. Reported procedure: The title compound was prepared by the method of Example 6 (that is, using 2,2,6,6-tetramethylpiperidine as base instead of triethylamine) using 2,4-pentanedione instead of ethyl acetoacetate. The material prepared by this procedure was identical to that prepared by the method of Example 30, as indicated by the reverse phase chromatographic method described in Example 2. Reactants: C(C)(C)NC(=O)C1=CN(C2=NC=C(N=C21)C2=NN(C=1CC(CCC21)(C)C)C)COCC[Si](C)(C)C (N-isopropyl-2-(1,6,6-trimethyl-4,5,6,7-tetrahydro-1H-indazol-3-yl)-5-((2-(trimethylsilyl)ethoxy)methyl)-5H-pyrrolo[2,3-b]pyrazine-7-carboxamide), C(=O)(C(F)(F)F)O (TFA). Solvent: ClCCl (dichloromethane). Run at temperature 25 celsius, time 18 hour. Yields the product C(C)(C)NC(=O)C1=CNC2=NC=C(N=C21)C2=NN(C=1CC(CCC21)(C)C)C (N-isopropyl-2-(1,6,6-trimethyl-4,5,6,7-tetrahydro-1H-indazol-3-yl)-5H-pyrrolo[2,3-b]pyrazine-7-carboxamide). Yield: 81.2%. Reaction SMILES: [CH:1]([NH:4][C:5]([C:7]1[C:15]2[C:10](=[N:11][CH:12]=[C:13]([C:16]3[C:24]4[CH2:23][CH2:22][C:21]([CH3:26])([CH3:25])[CH2:20][C:19]=4[N:18]([CH3:27])[N:17]=3)[N:14]=2)[N:9](COCC[Si](C)(C)C)[CH:8]=1)=[O:6])([CH3:3])[CH3:2].C(O)(C(F)(F)F)=O>ClCCl>[CH:1]([NH:4][C:5]([C:7]1[C:15]2[C:10](=[N:11][CH:12]=[C:13]([C:16]3[C:24]4[CH2:23][CH2:22][C:21]([CH3:25])([CH3:26])[CH2:20][C:19]=4[N:18]([CH3:27])[N:17]=3)[N:14]=2)[NH:9][CH:8]=1)=[O:6])([CH3:3])[CH3:2]. Procedure: To a solution of N-isopropyl-2-(1,6,6-trimethyl-4,5,6,7-tetrahydro-1H-indazol-3-yl)-5-((2-(trimethylsilyl)ethoxy)methyl)-5H-pyrrolo[2,3-b]pyrazine-7-carboxamide (90 mg, 181 μmol) in dichloromethane (3 mL) was added TFA (1.48 g, 1.00 mL, 13.0 mmol). The reaction mixture was stirred at 25° C. for 18 h then concentrated. The residue was re-dissolved in 5 mL of a solution of dichloromethane/MeOH/ammonium hydroxide (60:10:1) and stirred at 25° C. for 3 h, then evaporated and purified by chromatograph... Reported procedure: The crude product of example 2 was dissolved in DMF (50 ml) and then K2CO3 (3.3 g, 0.024 mol) was added. After stirring at room temperature for about 0.5 hours, benzyl bromide (4.0 g, 0.0234 mol) was added drop-wise. Then the mixture was heated at 80° C. for another 5 hours. After cooling to room temperature, the solids were filtered off and washed with ethyl acetate. The filtrate was diluted with EA, washed with water and then brine, dried and concentrated. The residue was purified by column ch... Reaction SMILES: [CH3:1][O:2][C:3]([C:5]1[N:6]=[C:7]2[N:15]([CH2:16][C:17](=[O:24])[N:18]3[CH2:23][CH2:22][CH2:21][CH2:20][CH2:19]3)[CH:14]=[CH:13][N:8]2[C:9](=[O:12])[C:10]=1[OH:11])=[O:4].C([O-])([O-])=O.[K+].[K+].[CH2:31](Br)[C:32]1[CH:37]=[CH:36][CH:35]=[CH:34][CH:33]=1>CN(C=O)C>[CH3:1][O:2][C:3]([C:5]1[N:6]=[C:7]2[N:15]([CH2:16][C:17](=[O:24])[N:18]3[CH2:23][CH2:22][CH2:21][CH2:20][CH2:19]3)[CH:14]=[CH:13][N:8]2[C:9](=[O:12])[C:10]=1[O:11][CH2:31][C:32]1[CH:37]=[CH:36][CH:35]=[CH:34][CH:33]=1)=[O:4] |f:1.2.3|. Reactants: C(=O)([O-])[O-].[K+].[K+] (K2CO3), COC(=O)C=1N=C2N(C(C1O)=O)C=CN2CC(N2CCCCC2)=O (6-hydroxy-5-oxo-1-(2-oxo-2-piperidin-1-yl-ethyl)-1,5-dihydro-imidazo[1,2-a]pyrimidine-7-carboxylic acid methyl ester), C(C1=CC=CC=C1)Br (benzyl bromide). Run at time 0.5 hour. Product: COC(=O)C=1N=C2N(C(C1OCC1=CC=CC=C1)=O)C=CN2CC(N2CCCCC2)=O (6-benzyloxy-5-oxo-1-(2-oxo-2-piperidin-1-yl-ethyl)-1,5-dihydro-imidazo[1,2-a]pyrimidine-7-carboxylic acid methyl ester). Solvent: CN(C)C=O (DMF). Yield: 49.3%. Reactants: CC1=NC(=NC(=C1)C)N1CCOCC1 (4-(4,6-dimethylpyrimidin-2-yl)morpholine), IN1C(CCC1=O)=O (N-iodosuccinimide), C(C)#N (ACN), S(=S)(=O)([O-])[O-].[Na+].[Na+] (sodium thiosulfate). The solvent is C(Cl)Cl (DCM). Conditions: time 24 hour. Yields the product IC=1C(=NC(=NC1C)N1CCOCC1)C (4-(5-iodo-4,6-dimethylpyrimidin-2-yl)morpholine). RXN SMILES: [CH3:1][C:2]1[CH:7]=[C:6]([CH3:8])[N:5]=[C:4]([N:9]2[CH2:14][CH2:13][O:12][CH2:11][CH2:10]2)[N:3]=1.[I:15]N1C(=O)CCC1=O.C(#N)C.S([O-])([O-])(=O)=S.[Na+].[Na+]>C(Cl)Cl>[I:15][C:7]1[C:2]([CH3:1])=[N:3][C:4]([N:9]2[CH2:10][CH2:11][O:12][CH2:13][CH2:14]2)=[N:5][C:6]=1[CH3:8] |f:3.4.5|. Procedure: A mixture of 4-(4,6-dimethylpyrimidin-2-yl)morpholine (20.6 g, 107 mmol), N-iodosuccinimide (28.8 g, 128 mmol) and ACN (400 ml) is stirred at RT for 24 h. DCM and an aqueous solution containing 3% sodium thiosulfate is added and the mixture extracted with DCM. The combined organic layers are dried over MgSO4 and concentrated in vacuo. This material is used without further purification. Yield: 33.7 g (89%).